This data is from the Open Reaction Database (ORD), a public repository of structured organic reaction records. The task is: describe an organic reaction: reactants, conditions, products, and yield Starting materials: Cc1cccc(-c2[nH]c(C3CCN(C(=O)OCc4ccccc4)CC3)nc2-c2ccc3c(c2)OCO3)n1, CO. The product is Cc1cccc(-c2[nH]c(C3CCNCC3)nc2-c2ccc3c(c2)OCO3)n1. Reaction SMILES: [CH2:1]([O:2][C:3](=[O:4])[N:11]1[CH2:12][CH2:13][CH:14]([c:17]2[nH:18][c:19](-[c:31]3[n:32][c:33]([CH3:37])[cH:34][cH:35][cH:36]3)[c:20](-[c:22]3[cH:23][c:24]4[c:25]([cH:29][cH:30]3)[O:26][CH2:27][O:28]4)[n:21]2)[CH2:15][CH2:16]1)[c:5]1[cH:6][cH:7][cH:8][cH:9][cH:10]1.[CH3:38][OH:39]>>[NH:11]1[CH2:12][CH2:13][CH:14]([c:17]2[nH:18][c:19](-[c:31]3[n:32][c:33]([CH3:37])[cH:34][cH:35][cH:36]3)[c:20](-[c:22]3[cH:23][c:24]4[c:25]([cH:29][cH:30]3)[O:26][CH2:27][O:28]4)[n:21]2)[CH2:15][CH2:16]1. The reactants are C(C)OC(C(C1=CC=C(C=C1)SC)O)=O (Hydroxy-(4-methylsulfanyl-phenyl)-acetic acid ethyl ester), O=S(Cl)Cl (SOCl2). The solvent is [NH4+].[Cl-] (NH4Cl), C(Cl)Cl (CH2Cl2). Conditions: time 12 hour. Product: C(C)OC(C(C1=CC=C(C=C1)SC)Cl)=O (Chloro-(4-methylsulfanyl-phenyl)-acetic acid ethyl ester). Reaction SMILES: [CH2:1]([O:3][C:4](=[O:15])[CH:5](O)[C:6]1[CH:11]=[CH:10][C:9]([S:12][CH3:13])=[CH:8][CH:7]=1)[CH3:2].O=S(Cl)[Cl:18]>C(Cl)Cl.[NH4+].[Cl-]>[CH2:1]([O:3][C:4](=[O:15])[CH:5]([Cl:18])[C:6]1[CH:11]=[CH:10][C:9]([S:12][CH3:13])=[CH:8][CH:7]=1)[CH3:2] |f:3.4|. Procedure details: To a solution of the hydroxy-(4-methylsulfanyl-phenyl)-acetic acid ethyl ester of Step 2 (1.0 eq) in CH2Cl2 (0.2M) was added SOCl2 (5 eq). The resulting mixture was stirred at room temperature for 12 h, poured in saturated aqueous NH4Cl and extracted with Et2O (2×). The combined organic extracts were washed with brine, dried over MgSO4, filtered and concentrated. Flash chromatography (Hex:EtOAc; 9.5:0.5) afforded the desired compound as a yellow solid. Reactants: OC1=CC=C(C=C1)S(=O)(=O)C1=CC=C(OCC(=O)OCC)C=C1 (ethyl [4-(4-hydroxyphenylsulfonyl)phenoxy]acetate), [H-].[Na+] (NaH), [N+](=O)([O-])C1=C(C=CC(=C1)S(=O)(=O)C(F)(F)F)Cl (2-nitro-4-(trifluoromethylsulfonyl)chlorobenzene). Yields the product C(C)OC(COC1=CC=C(C=C1)S(=O)(=O)C1=CC=C(C=C1)OC1=C(C=C(C=C1)S(=O)(=O)C(F)(F)F)[N+](=O)[O-])=O ({4-[4-(2-Nitro-4-trifluoromethanesulfonyl-phenoxy)-benzenesulfonyl]-phenoxy}-acetic acid ethyl ester). As a reaction SMILES: [OH:1][C:2]1[CH:7]=[CH:6][C:5]([S:8]([C:11]2[CH:23]=[CH:22][C:14]([O:15][CH2:16][C:17]([O:19][CH2:20][CH3:21])=[O:18])=[CH:13][CH:12]=2)(=[O:10])=[O:9])=[CH:4][CH:3]=1.[H-].[Na+].[N+:26]([C:29]1[CH:34]=[C:33]([S:35]([C:38]([F:41])([F:40])[F:39])(=[O:37])=[O:36])[CH:32]=[CH:31][C:30]=1Cl)([O-:28])=[O:27]>>[CH2:20]([O:19][C:17](=[O:18])[CH2:16][O:15][C:14]1[CH:22]=[CH:23][C:11]([S:8]([C:5]2[CH:4]=[CH:3][C:2]([O:1][C:30]3[CH:31]=[CH:32][C:33]([S:35]([C:38]([F:40])([F:41])[F:39])(=[O:37])=[O:36])=[CH:34][C:29]=3[N+:26]([O-:28])=[O:27])=[CH:7][CH:6]=2)(=[O:9])=[O:10])=[CH:12][CH:13]=1)[CH3:21] |f:1.2|. Procedure: Using procedure as in example 10, a reaction of ethyl [4-(4-hydroxyphenylsulfonyl)phenoxy]acetate (100 mg, 0.297 mmol), NaH (13 mg, 1.1 equiv.) and 2-nitro-4-(trifluoromethylsulfonyl)chlorobenzene (86 mg, 1 equiv.) afforded{4-[4-(2-nitro-4-trifluoromethanesulfonyl-phenoxy)-benzenesulfonyl]-phenoxy}-acetic acid ethyl ester. 1HNMR (300 MHz, DMSO-d6) δ 8.79 (d, J=2.3 Hz, 1H), 8.29 (dd, J=2.3 & 9.0 Hz, 1H), 8.07 (d, J=8.9 Hz, 2H), 7.92 (d, J=8.9 Hz, 2H), 7.52 (d, J=8.9 Hz, 2H), 7.47 (d, J=9.0 Hz, 1H... Reported procedure: To a mixture of 3-isopropyl-2-oxopyrrolidine-3-carbonitrile (120 mg) obtained in Step B, 2,4-dichloropyrimidine (240 mg), cesium carbonate (510 mg) and 4,5-bis(diphenylphosphino)-9,9-dimethylxanthene (27 mg) in tetrahydrofuran (3 mL) was added tris(dibenzylideneacetone)dipalladium(0) (14 mg), and the mixture was stirred overnight at 100° C. To the reaction mixture was added water, and the mixture was extracted with ethyl acetate. The extract was washed with saturated brine, and dried over anhydr... Reactants: C(C)(C)C1(C(NCC1)=O)C#N (3-isopropyl-2-oxopyrrolidine-3-carbonitrile), ClC1=NC=CC(=N1)Cl (2,4-dichloropyrimidine), C([O-])([O-])=O.[Cs+].[Cs+] (cesium carbonate), O (water). RXN SMILES: [CH:1]([C:4]1([C:10]#[N:11])[CH2:8][CH2:7][NH:6][C:5]1=[O:9])([CH3:3])[CH3:2].[Cl:12][C:13]1[N:18]=[C:17](Cl)[CH:16]=[CH:15][N:14]=1.C(=O)([O-])[O-].[Cs+].[Cs+].O>O1CCCC1.C1C=CC(/C=C/C(/C=C/C2C=CC=CC=2)=O)=CC=1.C1C=CC(/C=C/C(/C=C/C2C=CC=CC=2)=O)=CC=1.C1C=CC(/C=C/C(/C=C/C2C=CC=CC=2)=O)=CC=1.[Pd].[Pd].C1(P(C2C=CC=CC=2)C2C3OC4C(=CC=CC=4P(C4C=CC=CC=4)C4C=CC=CC=4)C(C)(C)C=3C=CC=2)C=CC=CC=1>[Cl:12][C:13]1[N:18]=[C:17]([N:6]2[CH2:7][CH2:8][C:4]([CH:1]([CH3:3])[CH3:2])([C:10]#[N:11])[C:5]2=[O:9])[CH:16]=[CH:15][N:14]=1 |f:2.3.4,7.8.9.10.11|. Reagents/catalysts: C1(=CC=CC=C1)P(C1=CC=CC=2C(C3=CC=CC(=C3OC12)P(C1=CC=CC=C1)C1=CC=CC=C1)(C)C)C1=CC=CC=C1 (4,5-bis(diphenylphosphino)-9,9-dimethylxanthene), C=1C=CC(=CC1)/C=C/C(=O)/C=C/C2=CC=CC=C2.C=1C=CC(=CC1)/C=C/C(=O)/C=C/C2=CC=CC=C2.C=1C=CC(=CC1)/C=C/C(=O)/C=C/C2=CC=CC=C2.[Pd].[Pd] (tris(dibenzylideneacetone)dipalladium(0)). Run in O1CCCC1 (tetrahydrofuran). The yield is 76.7%. Product: ClC1=NC=CC(=N1)N1C(C(CC1)(C#N)C(C)C)=O (1-(2-chloropyrimidin-4-yl)-3-isopropyl-2-oxopyrrolidine-3-carbonitrile). Conditions: temperature 100 celsius, time 8 hour. The reactants are ClC1=CC=C(C=N1)C(=O)Cl (6-chloropyridine-3-carbonyl chloride), FC1=CC=C(C=N1)C(=O)N(C)OC (6-Fluoro-N-methoxy-N-methylpyridine-3-carboxamide), ClC1=NC=C(C=C1)C(=O)C1=CN=CN1C (2-chloro-5-[(1-methyl-1H-imidazol-5-yl)carbonyl]pyridine), FC1=CC=C(C=N1)C(=O)Cl (6-fluoropyridine-3-carbonyl chloride). Product: ClC1=CC=C(C=N1)C(=O)N(C)OC (6-Chloro-N-methoxy-N-methylpyridine-3-carboxamide). As a reaction SMILES: [Cl:1][C:2]1[N:7]=[CH:6][C:5]([C:8](Cl)=[O:9])=[CH:4][CH:3]=1.ClC1C=CC(C(C2N(C)C=NC=2)=O)=CN=1.FC1N=CC(C(Cl)=O)=CC=1.FC1N=CC([C:43]([N:45]([O:47][CH3:48])C)=O)=CC=1>>[Cl:1][C:2]1[N:7]=[CH:6][C:5]([C:8]([N:45]([O:47][CH3:48])[CH3:43])=[O:9])=[CH:4][CH:3]=1. Reported procedure: The title compound was prepared using 6-chloropyridine-3-carbonyl chloride (Intermediate 22, step a) in place of 6-fluoropyridine-3-carbonyl chloride according to the procedure described for Intermediate 21, step b. Starting materials: C=Cc1cc(Br)ccc1F, CCOC(C)=O, [H][H]. Product: CCc1cc(Br)ccc1F. As a reaction SMILES: [Br:1][c:2]1[cH:3][c:4]([CH:9]=[CH2:10])[c:5]([F:8])[cH:6][cH:7]1.[CH3:13][CH2:14][O:15][C:16]([CH3:17])=[O:18].[H:11][H:12]>>[Br:1][c:2]1[cH:3][c:4]([CH2:9][CH3:10])[c:5]([F:8])[cH:6][cH:7]1. The reactants are F[B-](F)(F)F, O=C(O)c1ccc(C(=O)N2CC=CC2)c(Br)c1, CO, CCN(C(C)C)C(C)C, NC(CO)c1nc2cc(Cl)ccc2[nH]1, ClBr, ClCCl, C1CCOC1, CN(C)C(On1nnc2ccccc21)=[N+](C)C. Product: O=C(NC(CO)c1nc2cc(Cl)ccc2[nH]1)c1ccc(C(=O)N2CC=CC2)c(Br)c1. RXN SMILES: [B-:18]([F:19])([F:20])([F:21])[F:22].[Br:1][c:2]1[cH:3][c:4]([C:5](=[O:6])[OH:7])[cH:8][cH:9][c:10]1[C:11](=[O:12])[N:13]1[CH2:14][CH:15]=[CH:16][CH2:17]1.[CH3:70][OH:71].[CH:40]([N:41]([CH:42]([CH3:43])[CH3:44])[CH2:45][CH3:46])([CH3:47])[CH3:48].[Cl:49][c:50]1[cH:51][c:52]2[c:53]([nH:54][c:55]([CH:57]([CH2:58][OH:59])[NH2:60])[n:56]2)[cH:61][cH:62]1.[Cl:63][Br:64].[Cl:72][CH2:73][Cl:74].[O:65]1[CH2:66][CH2:67][CH2:68][CH2:69]1.[n:23]1([O:24][C:25]([N:26]([CH3:27])[CH3:28])=[N+:29]([CH3:30])[CH3:31])[c:32]2[cH:33][cH:34][cH:35][cH:36][c:37]2[n:38][n:39]1>>[Br:1][c:2]1[cH:3][c:4]([C:5](=[O:7])[NH:60][CH:57]([c:55]2[nH:54][c:53]3[c:52]([cH:51][c:50]([Cl:49])[cH:62][cH:61]3)[n:56]2)[CH2:58][OH:59])[cH:8][cH:9][c:10]1[C:11](=[O:12])[N:13]1[CH2:14][CH:15]=[CH:16][CH2:17]1. Starting materials: N(C(=O)C)C1=C(C=CC2=CC(=CC=C12)S(=O)(=O)O)O (1-acetamino-2-hydroxy-naphthalene-6-sulphonic acid), C([O-])([O-])=O.[K+].[K+] (potassium carbonate), C([O-])([O-])=O.[Na+].[Na+] (sodium carbonate). Conditions: temperature 120 celsius. The product is NC1=C(C=CC2=CC(=CC=C12)S(=O)(=O)O)OCC (1-amino-2-ethoxy-naphthalene-6-sulphonic acid). Yield: 190.3%. Reaction SMILES: [NH:1]([C:5]1[C:14]2[C:9](=[CH:10][C:11]([S:15]([OH:18])(=[O:17])=[O:16])=[CH:12][CH:13]=2)[CH:8]=[CH:7][C:6]=1O)C(C)=O.[C:20](=[O:23])([O-])[O-].[K+].[K+].[C:26](=O)([O-])[O-].[Na+].[Na+]>>[NH2:1][C:5]1[C:14]2[C:9](=[CH:10][C:11]([S:15]([OH:18])(=[O:16])=[O:17])=[CH:12][CH:13]=2)[CH:8]=[CH:7][C:6]=1[O:23][CH2:20][CH3:26] |f:1.2.3,4.5.6|. Procedure: 6.42 kg (62% pure=4 kg of 100% pure) of 1-acetamino-2-hydroxy-naphthalene-6-sulphonic acid, prepared according to Example 4, 0.98 kg of potassium carbonate and 0.75 kg of sodium carbonate are introduced into a 150 l autoclave. After flushing the autoclave with nitrogen, 22 kg (28 l) of ethanol are added to the mixture. The autoclave is closed and heated to 120° C., whilst stirring thoroughly. 7 kg (6.5 l) of 2 N potassium hydroxide solution and 2.75 kg (about 3 l) of ethyl chloride are now pumpe... The reactants are O=C(O)c1cc(Br)cc(I)c1, CNC, CCN(C(C)C)C(C)C, Cl, O=S(Cl)Cl. Product: CN(C)C(=O)c1cc(Br)cc(I)c1. As a reaction SMILES: [Br:1][c:2]1[cH:3][c:4]([C:5](=[O:6])[OH:7])[cH:8][c:9]([I:11])[cH:10]1.[CH3:13][NH:14][CH3:15].[CH:16]([N:17]([CH2:18][CH3:19])[CH:20]([CH3:21])[CH3:22])([CH3:23])[CH3:24].[ClH:12].[S:25]([Cl:26])([Cl:27])=[O:28]>>[Br:1][c:2]1[cH:3][c:4]([C:5](=[O:6])[N:14]([CH3:13])[CH3:15])[cH:8][c:9]([I:11])[cH:10]1. Starting materials: FC1=C(C=O)C=C(C=C1)Br (2-fluoro-5-bromobenzaldehyde), C(CN)N (ethylenediamine). The solvent is O (water). Run at temperature 140 celsius. Yields the product BrC=1C=CC2=C(C=NCCN2)C1 (7-bromo-2,3-dihydro-1H-1,4-benzodiazepine). Reaction SMILES: F[C:2]1[CH:9]=[CH:8][C:7]([Br:10])=[CH:6][C:3]=1[CH:4]=O.[CH2:11]([NH2:14])[CH2:12][NH2:13]>O>[Br:10][C:7]1[CH:8]=[CH:9][C:2]2[NH:14][CH2:11][CH2:12][N:13]=[CH:4][C:3]=2[CH:6]=1. Reported procedure: A 5 mL microwave tube was charged with 2-fluoro-5-bromobenzaldehyde (1 g) and ethylenediamine (3 mL). The mixture was heated to 140° C. for 300 s using microwave irradiation. The reaction was diluted with water and extracted with diethyl ether. The organics were extracted with 1N HCl, and the pH of the aqueous layer was adjusted to ˜8 with 2.5M NaOH. The basic water layer was extracted again with diethyl ether. The organics were dried over magnesium sulfate, filtered and concentrated to dryness....